This data is from the Open Reaction Database (ORD), a public repository of structured organic reaction records. The task is: describe an organic reaction: reactants, conditions, products, and yield The reactants are C(C#C)(=O)OCC (ethyl propiolate), N1CCCC1 (pyrrolidine). Run in C1=CC=CC=C1 (benzene), C1=CC=CC=C1 (benzene). Run at time 8 hour. The product is N1(CCCC1)C=CC(=O)OCC (Ethyl β-Pyrrolidinylacrylate). Yield: 69.0%. Reaction SMILES: [C:1]([O:5][CH2:6][CH3:7])(=[O:4])[C:2]#[CH:3].[NH:8]1[CH2:12][CH2:11][CH2:10][CH2:9]1>C1C=CC=CC=1>[N:8]1([CH:3]=[CH:2][C:1]([O:5][CH2:6][CH3:7])=[O:4])[CH2:12][CH2:11][CH2:10][CH2:9]1. Procedure details: A solution of 29.43 g of ethyl propiolate (0.30 mol) in 200 ml of benzene was held at 25° in a water bath with magnetic stirring. A solution of 21.34 g of pyrrolidine in 50 ml of benzene was added dropwise over a period of 45 minutes, during which time the temperature rose to 35°. The clear brown solution was stirred overnight and the solvent removed under reduced pressure at 55°. The residue was distilled under pressure to give 35.05 g of yellow oil, boiling point 110° (0.4 torr), which crystal... Starting materials: FC=1C=C(N)C=C(C1)F (3,5-Difluoroaniline), [N+](=O)([O-])CC(=O)OCC (ethyl nitroacetate), C(OCC)([O-])[O-] (ethyl orthoformate), C(C)(=O)O (acetic acid). Run in O (water), C(C)(=O)OCC (ethyl acetate). Reaction conditions: temperature 120 celsius. Product: FC=1C=C(C=C(C1)F)N1C(=NC(=C1)C(=O)OCC)C (1-(3,5-Difluorophenyl)-4-ethoxycarbonyl-2-methyl-imidazole). As a reaction SMILES: [F:1][C:2]1[CH:3]=[C:4]([CH:6]=[C:7]([F:9])[CH:8]=1)[NH2:5].[N+:10]([CH2:13][C:14]([O:16][CH2:17][CH3:18])=[O:15])([O-])=O.C([O-])([O-])O[CH2:21][CH3:22].[C:25](O)(=O)C>O.C(OCC)(=O)C>[F:1][C:2]1[CH:3]=[C:4]([N:5]2[CH:25]=[C:13]([C:14]([O:16][CH2:17][CH3:18])=[O:15])[N:10]=[C:21]2[CH3:22])[CH:6]=[C:7]([F:9])[CH:8]=1. Reported procedure: 3,5-Difluoroaniline (6.75 g), ethyl nitroacetate (5.85 ml), ethyl orthoformate (9.56 ml) and acetic acid (1.2 ml) were mixed, and stirred under heating at 120° C. for 1 hour. The reaction liquid was left cooled, and the precipitated solid was collected by filtration using hexane/ethanol (1/1). Ethanol (140 ml), ethyl orthoacetate (19.1 ml) and mercury(II) chloride (714 mg) were added to the obtained solid (14.3 g). With further stirring, aluminium foil (2.84 g) was added little by little. After ... Reaction SMILES: [CH3:1][O:2][CH2:3][O:4][c:5]1[c:6]([C:7](=[O:8])[NH:9][c:10]2[c:11]([C:12](=[O:13])[NH:14][c:15]3[n:16][cH:17][c:18]([Cl:21])[cH:19][cH:20]3)[cH:22][cH:23][cH:24][cH:25]2)[cH:26][cH:27][c:28]([CH:30]([CH3:31])[CH3:32])[cH:29]1.[Cl:41][CH2:42][Cl:43].[F:33][C:34]([F:35])([F:36])[C:37]([OH:38])=[O:39].[OH2:40]>>[OH:4][c:5]1[c:6]([C:7](=[O:8])[NH:9][c:10]2[c:11]([C:12](=[O:13])[NH:14][c:15]3[n:16][cH:17][c:18]([Cl:21])[cH:19][cH:20]3)[cH:22][cH:23][cH:24][cH:25]2)[cH:26][cH:27][c:28]([CH:30]([CH3:31])[CH3:32])[cH:29]1. Starting materials: COCOc1cc(C(C)C)ccc1C(=O)Nc1ccccc1C(=O)Nc1ccc(Cl)cn1, ClCCl, O=C(O)C(F)(F)F, O. Yields the product CC(C)c1ccc(C(=O)Nc2ccccc2C(=O)Nc2ccc(Cl)cn2)c(O)c1. Yield: 96.0%. Reagents/catalysts: [Pd] (Palladium on activated charcoal). Reaction SMILES: C(OC([NH:11][CH2:12][C:13](=[O:38])[CH2:14][CH2:15][C:16]([O:18][CH2:19][CH2:20][N:21]1[CH:26]=[CH:25][C:24](=[O:27])[C:23]([O:28]CC2C=CC=CC=2)=[C:22]1[CH2:36][CH3:37])=[O:17])=O)C1C=CC=CC=1.C(O)C.[ClH:42]>[Pd].O>[ClH:42].[Cl-:42].[NH2:11][CH2:12][C:13](=[O:38])[CH2:14][CH2:15][C:16]([O:18][CH2:19][CH2:20][N+:21]1[CH:26]=[CH:25][C:24]([OH:27])=[C:23]([OH:28])[C:22]=1[CH2:36][CH3:37])=[O:17] |f:5.6.7|. The solvent is O (water), O (water). Yields the product Cl.[Cl-].NCC(CCC(=O)OCC[N+]1=C(C(=C(C=C1)O)O)CC)=O (1-(2-(5-amino-4-oxopentanoyloxy)ethyl)-2-ethyl-3,4-dihydroxypyridinium chloride hydrochloride). Run at time 2 hour. The reactants are Cl (hydrochloric acid), C(C1=CC=CC=C1)OC(=O)NCC(CCC(=O)OCCN1C(=C(C(C=C1)=O)OCC1=CC=CC=C1)CC)=O (2-(3-(Benzyloxy)-2-ethyl-4-oxopyridin-1(4H)-yl)ethyl 5-(benzyloxycarbonylamino)-4-oxopentanoate), C(C)O (ethanol), Cl (hydrochloric acid). Procedure details: A stirred solution of 2-(3-(benzyloxy)-2-ethyl-4-oxopyridin-1(4H)-yl)ethyl 5-(benzyloxycarbonylamino)-4-oxopentanoate (7) (247 mg, 0.475 mmol) in 6:1 v/v ethanol:water (3.5 mL) was acidified to pH=1 by addition of hydrochloric acid (37% aq.). Palladium on activated charcoal (11 mg, 10% w/w) was added, the reaction vessel was evacuated then filled with hydrogen and the reaction was stirred under hydrogen (at atmospheric pressure) for 2 h. The resulting suspension was filtered through Celite®, elu... The reactants are IC1=NC=C(C(=C1OC)OCC1=CC=C(C=C1)OC)OC (2-iodo-3,5-dimethoxy-4-(4-methoxy-benzyloxy)-pyridine), C(#C)C=1C=NN(C1)C (4-ethynyl-1-methyl-1H-pyrazole). The reagents and catalysts are Cl[Pd]([P](C1=CC=CC=C1)(C2=CC=CC=C2)C3=CC=CC=C3)([P](C4=CC=CC=C4)(C5=CC=CC=C5)C6=CC=CC=C6)Cl (Pd(Ph3P)2Cl2). Solvent: CC#N (MeCN), CCN(CC)CC (NEt3). Reaction conditions: time 0.5 hour. Product: COC=1C(=NC=C(C1OCC1=CC=C(C=C1)OC)OC)C#CC=1C=NN(C1)C (3,5-Dimethoxy-4-(4-methoxy-benzyloxy)-2-(1-methyl-1H-pyrazol-4-ylethynyl)-pyridine). Yield: 94.5%. RXN SMILES: I[C:2]1[C:7]([O:8][CH3:9])=[C:6]([O:10][CH2:11][C:12]2[CH:17]=[CH:16][C:15]([O:18][CH3:19])=[CH:14][CH:13]=2)[C:5]([O:20][CH3:21])=[CH:4][N:3]=1.[C:22]([C:24]1[CH:25]=[N:26][N:27]([CH3:29])[CH:28]=1)#[CH:23]>CC#N.CCN(CC)CC.Cl[Pd](Cl)([P](C1C=CC=CC=1)(C1C=CC=CC=1)C1C=CC=CC=1)[P](C1C=CC=CC=1)(C1C=CC=CC=1)C1C=CC=CC=1>[CH3:9][O:8][C:7]1[C:2]([C:23]#[C:22][C:24]2[CH:25]=[N:26][N:27]([CH3:29])[CH:28]=2)=[N:3][CH:4]=[C:5]([O:20][CH3:21])[C:6]=1[O:10][CH2:11][C:12]1[CH:17]=[CH:16][C:15]([O:18][CH3:19])=[CH:14][CH:13]=1 |^1:42,61|. Reported procedure: To a stirred solution of 2-iodo-3,5-dimethoxy-4-(4-methoxy-benzyloxy)-pyridine (95 mg, 0.237 mmol) and 4-ethynyl-1-methyl-1H-pyrazole (30 mg, 0.283 mmol) in dry MeCN (1.5 ml) and NEt3 (0.5 ml) was added Pd(Ph3P)2Cl2 (12 mg, 7 mol %) and the reaction vessel was evacuated and backfilled with nitrogen three times. Copper (I) iodide (5 mg, 11 mol %) was added and the reaction mixture immediately became dark. Stirring was continued for 0.5 hours then the crude mixture was concentrated directly onto s... Reactants: C1CCOC1, COC(=O)c1c[nH]c(-c2ccccc2C(F)(F)F)c1C, C[Si](C)(C)[N-][Si](C)(C)C, COC(=O)c1cn(C)c(-c2ccccc2C(F)(F)F)c1C, CO, O=CO, [Li+], [Na+], [OH-], O. Yields the product Cc1c(C(=O)O)cn(C)c1-c1ccccc1C(F)(F)F. RXN SMILES: [CH2:60]1[O:61][CH2:62][CH2:63][CH2:64]1.[CH3:1][O:2][C:3]([c:4]1[c:5]([CH3:6])[c:7](-[c:8]2[cH:9][cH:10][cH:11][cH:12][c:13]2[C:14]([F:15])([F:16])[F:17])[nH:18][cH:19]1)=[O:20].[CH3:21][Si:22]([N-:23][Si:24]([CH3:25])([CH3:26])[CH3:27])([CH3:28])[CH3:29].[CH3:31][O:32][C:33](=[O:34])[c:35]1[cH:36][n:37]([CH3:51])[c:38](-[c:41]2[c:42]([C:47]([F:48])([F:49])[F:50])[cH:43][cH:44][cH:45][cH:46]2)[c:39]1[CH3:40].[CH3:54][OH:55].[CH:57]([OH:58])=[O:59].[Li+:30].[Na+:53].[OH-:52].[OH2:56]>>[O:32]=[C:33]([OH:34])[c:35]1[cH:36][n:37]([CH3:51])[c:38](-[c:41]2[c:42]([C:47]([F:48])([F:49])[F:50])[cH:43][cH:44][cH:45][cH:46]2)[c:39]1[CH3:40]. Reactants: OC=1C2=C(NC(C1C(=O)OCC)=O)N(N=C2)C (ethyl 4-hydroxy-1-methyl-6-oxo-6,7-dihyrdo-1H-pyrazolo-[3,4-b]pyridine-5-carboxylate), P(=O)(Cl)(Cl)Cl (phosphorous oxychloride). Reagents/catalysts: [Cl-].C(C1=CC=CC=C1)[N+](CC)(CC)CC (benzyl triethyl ammonium chloride). Solvent: O (water), C(C)#N (acetonitrile). Conditions: temperature 40 celsius, time 16 hour. The product is ClC=1C2=C(NC(C1C(=O)OCC)=O)N(N=C2)C (Ethyl 4-chloro-1-methyl-6-oxo-6,7-dihydro-1H-pyrazolo-[3,4-b]pyridine-5-carboxylate). The yield is 73.0%. As a reaction SMILES: O[C:2]1[C:3]2[CH:16]=[N:15][N:14]([CH3:17])[C:4]=2[NH:5][C:6](=[O:13])[C:7]=1[C:8]([O:10][CH2:11][CH3:12])=[O:9].P(Cl)(Cl)([Cl:20])=O>C(#N)C.[Cl-].C([N+](CC)(CC)CC)C1C=CC=CC=1.O>[Cl:20][C:2]1[C:3]2[CH:16]=[N:15][N:14]([CH3:17])[C:4]=2[NH:5][C:6](=[O:13])[C:7]=1[C:8]([O:10][CH2:11][CH3:12])=[O:9] |f:3.4|. Procedure: A solution of ethyl 4-hydroxy-1-methyl-6-oxo-6,7-dihyrdo-1H-pyrazolo-[3,4-b]pyridine-5-carboxylate (10 g, 42.2 mmol) in acetonitrile is treated with benzyl triethyl ammonium chloride (40.4 g, 169 mmol), followed by phosphorous oxychloride (17.6 mL, 190 mmol), heated at 40° C. for 0.5 h, then at reflux temperature for 2.5 h, cooled to room temperature, diluted with water (caution exotherm), stirred at ambient temperatures for 16 h and filtered. The filtercake is washed with cyclohexane and dried ... The reactants are CC(C)(C)OC(=O)N1CCCC(N)c2cc3c(cc21)OC(F)(F)O3, CC(=O)O[BH-](OC(C)=O)OC(C)=O, CC(C)(C)OC(=O)N1CCCC(NCc2cc(C(F)(F)F)cc(C(F)(F)F)c2)c2cc3c(cc21)OC(F)(F)O3, CC(=O)Cl, CC(=O)O, ClCCl, [Na+], c1ccncc1. The product is CC(=O)N(Cc1cc(C(F)(F)F)cc(C(F)(F)F)c1)C1CCCN(C(=O)OC(C)(C)C)c2cc3c(cc21)OC(F)(F)O3. RXN SMILES: [C:1]([O:2][C:3]([N:4]1[c:5]2[c:6]([cH:7][c:8]3[c:14]([cH:15]2)[O:13][C:10]([F:11])([F:12])[O:9]3)[CH:16]([NH2:17])[CH2:18][CH2:19][CH2:20]1)=[O:21])([CH3:22])([CH3:23])[CH3:24].[C:25]([O:26][BH-:27]([O:28][C:35]([CH3:36])=[O:37])[O:29][C:30](=[O:31])[CH3:32])(=[O:33])[CH3:34].[C:39]([CH3:40])([CH3:41])([CH3:42])[O:43][C:44](=[O:45])[N:46]1[CH2:47][CH2:48][CH2:49][CH:50]([NH:62][CH2:63][c:64]2[cH:65][c:66]([C:74]([F:75])([F:76])[F:77])[cH:67][c:68]([C:70]([F:71])([F:72])[F:73])[cH:69]2)[c:51]2[cH:52][c:53]3[c:57]([cH:58][c:59]21)[O:56][C:55]([F:60])([F:61])[O:54]3.[CH3:84][C:85](=[O:86])[Cl:87].[CH3:91][C:92](=[O:93])[OH:94].[Cl:88][CH2:89][Cl:90].[Na+:38].[cH:78]1[cH:79][cH:80][n:81][cH:82][cH:83]1>>[C:35]([CH3:36])(=[O:37])[N:62]([CH:50]1[CH2:49][CH2:48][CH2:47][N:46]([C:44]([O:43][C:39]([CH3:40])([CH3:41])[CH3:42])=[O:45])[c:59]2[c:51]1[cH:52][c:53]1[c:57]([cH:58]2)[O:56][C:55]([F:60])([F:61])[O:54]1)[CH2:63][c:64]1[cH:65][c:66]([C:74]([F:75])([F:76])[F:77])[cH:67][c:68]([C:70]([F:71])([F:72])[F:73])[cH:69]1. Reactants: SC1=NNC=N1 (3-mercapto-1,2,4-triazole), CN1N=NN=C1SC1=C/C(/C2=CC=CC=C2C1=O)=N\S(=O)(=O)C1=CC=C(C=C1)C1=CC=CC=C1 ((E)-N-(3-(1-methyl-1H-tetrazol-5-ylthio)-4-oxonaphthalen-1(4H)-ylidene)biphenyl-4-sulfonamide), ClC1=C/C(/C2=CC=CC=C2C1=O)=N\S(=O)(=O)C1=CC=C(C=C1)C1=CC=CC=C1 ((E)-N-(3-chloro-4-oxonaphthalen-1(4H)-ylidene)biphenyl-4-sulfonamide). The product is N1N=C(N=C1)SC1=C/C(/C2=CC=CC=C2C1=O)=N\S(=O)(=O)C1=CC=C(C=C1)C1=CC=CC=C1 ((E)-N-(3-(1H-1,2,4-triazol-3-ylthio)-4-oxonaphthalen-1(4H)-ylidene)biphenyl-4-sulfonamide), CN1N=NN=C1SC1=C/C(/C2=CC=CC=C2C1=O)=N\S(=O)(=O)C1=CC=C(C=C1)C1=CC=CC=C1 ((E)-N-(3-(1-methyl-1H-tetrazol-5-ylthio)-4-oxonaphthalen-1(4H)-ylidene)biphenyl-4-sulfonamide). The yield is 56.7%. As a reaction SMILES: [CH3:1][N:2]1[C:6]([S:7][C:8]2[C:17](=[O:18])[C:16]3[C:11](=[CH:12][CH:13]=[CH:14][CH:15]=3)/[C:10](=[N:19]/[S:20]([C:23]3[CH:28]=[CH:27][C:26]([C:29]4[CH:34]=[CH:33][CH:32]=[CH:31][CH:30]=4)=[CH:25][CH:24]=3)(=[O:22])=[O:21])/[CH:9]=2)=[N:5][N:4]=[N:3]1.ClC1C(=O)C2C(=CC=CC=2)/C(=N/S(C2C=CC(C3C=CC=CC=3)=CC=2)(=O)=O)/C=1.SC1N=CNN=1>>[NH:4]1[CH:1]=[N:2][C:6]([S:7][C:8]2[C:17](=[O:18])[C:16]3[C:11](=[CH:12][CH:13]=[CH:14][CH:15]=3)/[C:10](=[N:19]/[S:20]([C:23]3[CH:24]=[CH:25][C:26]([C:29]4[CH:34]=[CH:33][CH:32]=[CH:31][CH:30]=4)=[CH:27][CH:28]=3)(=[O:21])=[O:22])/[CH:9]=2)=[N:5]1.[CH3:1][N:2]1[C:6]([S:7][C:8]2[C:17](=[O:18])[C:16]3[C:11](=[CH:12][CH:13]=[CH:14][CH:15]=3)/[C:10](=[N:19]/[S:20]([C:23]3[CH:28]=[CH:27][C:26]([C:29]4[CH:34]=[CH:33][CH:32]=[CH:31][CH:30]=4)=[CH:25][CH:24]=3)(=[O:21])=[O:22])/[CH:9]=2)=[N:5][N:4]=[N:3]1. Reported procedure: (E)-N-(3-(1H-1,2,4-triazol-3-ylthio)-4-oxonaphthalen-1(4H)-ylidene)biphenyl-4-sulfonamide (13ae) was prepared according to the procedure for 13x except using 12b and 3-mercapto-1,2,4-triazole, affording 53.6 mg (56.7%) title compound as a yellow solid. Yields the product C(C)(C)(C)OC(C(=O)O)C1=C(C2=CC(=CC=C2C=C1C)C#CC1(CCOCC1)O)C1=CC=C(C=C1)Cl (2-tert-butoxy-2-(1-(4-chlorophenyl)-7-((4-hydroxytetrahydro-2H-pyran-4-yl)ethynyl)-3-methylnaphthalen-2-yl)acetic acid). The reactants are BrC1=CC=C2C=C(C(=C(C2=C1)C1=CC=C(C=C1)Cl)C(C(=O)OCC)OC(C)(C)C)C (ethyl 2-(7-bromo-1-(4-chlorophenyl)-3-methylnaphthalen-2-yl)-2-tert-butoxyacetate), C(#C)C1(CCOCC1)O (4-ethynyltetrahydro-2H-pyran-4-ol), 2.6u. Solvent: CC#N.O (MeCN H2O). RXN SMILES: Br[C:2]1[CH:11]=[C:10]2[C:5]([CH:6]=[C:7]([CH3:30])[C:8]([CH:19]([O:25][C:26]([CH3:29])([CH3:28])[CH3:27])[C:20]([O:22]CC)=[O:21])=[C:9]2[C:12]2[CH:17]=[CH:16][C:15]([Cl:18])=[CH:14][CH:13]=2)=[CH:4][CH:3]=1.[C:31]([C:33]1([OH:39])[CH2:38][CH2:37][O:36][CH2:35][CH2:34]1)#[CH:32]>CC#N.O>[C:26]([O:25][CH:19]([C:8]1[C:7]([CH3:30])=[CH:6][C:5]2[C:10](=[CH:11][C:2]([C:32]#[C:31][C:33]3([OH:39])[CH2:38][CH2:37][O:36][CH2:35][CH2:34]3)=[CH:3][CH:4]=2)[C:9]=1[C:12]1[CH:17]=[CH:16][C:15]([Cl:18])=[CH:14][CH:13]=1)[C:20]([OH:22])=[O:21])([CH3:28])([CH3:27])[CH3:29] |f:2.3|. Procedure details: 2-tert-Butoxy-2-(1-(4-chlorophenyl)-7-((4-hydroxytetrahydro-2H-pyran-4-yl)ethynyl)-3-methylnaphthalen-2-yl)acetic acid (80) was prepared by the method of Example 67 from ethyl 2-(7-bromo-1-(4-chlorophenyl)-3-methylnaphthalen-2-yl)-2-tert-butoxyacetate using 4-ethynyltetrahydro-2H-pyran-4-ol. 1H-NMR: 400 MHz, (CD3OD) δ: 7.76 (d, J=8 Hz, 7.68 (s, 1H), 7.57 (m, 3H), 7.42 (d, J=9 Hz, 1H), 7.30 (m, 2H), 5.16 (s, 1H), 3.85 (br m, 2H), 3.65 (br m, 2H), 2.60 (s, 3H), 1.92 (br m, 2H), 1.77 (br m, 2H), 0....